The task is: describe an organic reaction: reactants, conditions, products, and yield. This data is from the Open Reaction Database (ORD), a public repository of structured organic reaction records. Reactants: ClC1=C(OCCBr)C(=CC(=C1)Cl)Cl (2,4,6-trichlorophenoxyethyl bromide), Cl.C(C)ON (O-ethylhydroxylamine hydrochloride). Solvent: C(C)N(C(C)C)C(C)C (ethyldiisopropylamine). Conditions: temperature 50 celsius, time 4 day. Yields the product Cl.C(C)ONCCOC1=C(C=C(C=C1Cl)Cl)Cl (O-ethyl-N-(2,4,6-trichlorophenoxy)ethylhydroxylamine hydrochloride). Isolated yield 105.9%. Reaction SMILES: [Cl:1][C:2]1[CH:11]=[C:10]([Cl:12])[CH:9]=[C:8]([Cl:13])[C:3]=1[O:4][CH2:5][CH2:6]Br.Cl.[CH2:15]([O:17][NH2:18])[CH3:16]>C(N(C(C)C)C(C)C)C>[ClH:1].[CH2:15]([O:17][NH:18][CH2:6][CH2:5][O:4][C:3]1[C:2]([Cl:1])=[CH:11][C:10]([Cl:12])=[CH:9][C:8]=1[Cl:13])[CH3:16] |f:1.2,4.5|. Reported procedure: 30.4 g (0.1 mole) of 2,4,6-trichlorophenoxyethyl bromide were added to a suspension of 48.5 g (0.5 mole) of O-ethylhydroxylamine hydrochloride in 250 ml of ethyldiisopropylamine, and the mixture was stirred for 4 days at 50° C. and then cooled to 15° C. and filtered under suction. The filtrate was evaporated down under reduced pressure, in the final stage at 60° C. and under 0.1 mbar, the residue was dissolved in 300 ml of ether, and the solution was gassed with hydrogen chloride at +3° C. 17 g ... The reactants are CC(N)=S, CN(C)C=O, N#Cc1cc(F)ccc1F. Product: NC(=S)c1cc(F)ccc1F. Reaction SMILES: [CH3:11][C:12]([NH2:13])=[S:14].[CH3:15][N:16]([CH3:17])[CH:18]=[O:19].[F:1][c:2]1[c:3]([C:4]#[N:5])[cH:6][c:7]([F:10])[cH:8][cH:9]1>>[F:1][c:2]1[c:3]([C:4]([NH2:5])=[S:14])[cH:6][c:7]([F:10])[cH:8][cH:9]1. Yields the product C1(=C(C=CC=C1)CN1C=C(C(C2=NC=C(C=C12)C)=O)C(=O)O)C1=CC=CC=C1 (1-(Biphenyl-2-ylmethyl)-7-methyl-4-oxo-1,4-dihydro-1,5-naphthyridine-3-carboxylic acid). Run in O (water), O (water), C(C)#N (acetonitrile), CO (methanol). Reported procedure: To a solution of ethyl 1-(biphenyl-2-ylmethyl)-7-methyl-4-oxo-1,4-dihydro-1,5-naphthyridine-3-carboxylate (20) (80 mg, 0.2 mmol) in methanol (10 mL) was added the solid lithium hydroxide monohydrate (168 mg, 4.02 mmol) at room temperature under nitrogen atmosphere. It gave a clear solution within 30 minutes and this light yellow solution was stirred for 15 h at which time LCMS analysis indicated the absence of starting material. Then, it was diluted with water and the methanol was removed under ... Starting materials: C1(=C(C=CC=C1)CN1C=C(C(C2=NC=C(C=C12)C)=O)C(=O)OCC)C1=CC=CC=C1 (ethyl 1-(biphenyl-2-ylmethyl)-7-methyl-4-oxo-1,4-dihydro-1,5-naphthyridine-3-carboxylate), O.[OH-].[Li+] (lithium hydroxide monohydrate). Reaction conditions: time 15 hour. RXN SMILES: [C:1]1([C:25]2[CH:30]=[CH:29][CH:28]=[CH:27][CH:26]=2)[CH:6]=[CH:5][CH:4]=[CH:3][C:2]=1[CH2:7][N:8]1[C:17]2[C:12](=[N:13][CH:14]=[C:15]([CH3:18])[CH:16]=2)[C:11](=[O:19])[C:10]([C:20]([O:22]CC)=[O:21])=[CH:9]1.O.[OH-].[Li+]>CO.O.C(#N)C>[C:1]1([C:25]2[CH:30]=[CH:29][CH:28]=[CH:27][CH:26]=2)[CH:6]=[CH:5][CH:4]=[CH:3][C:2]=1[CH2:7][N:8]1[C:17]2[C:12](=[N:13][CH:14]=[C:15]([CH3:18])[CH:16]=2)[C:11](=[O:19])[C:10]([C:20]([OH:22])=[O:21])=[CH:9]1 |f:1.2.3|. Isolated yield 20.2%. The reactants are O=C([O-])[O-], C1CCOC1, COC[P+](c1ccccc1)(c1ccccc1)c1ccccc1, C[Si](C)(C)[N-][Si](C)(C)C, [Cl-], Cl, [Na+], [Na+], [Na+], O=Cc1ccc(-c2ncccn2)cc1. The product is O=CCc1ccc(-c2ncccn2)cc1. RXN SMILES: [C:49](=[O:50])([O-:51])[O-:52].[CH2:55]1[O:56][CH2:57][CH2:58][CH2:59]1.[CH3:12][O:13][CH2:14][P+:15]([c:16]1[cH:17][cH:18][cH:19][cH:20][cH:21]1)([c:22]1[cH:23][cH:24][cH:25][cH:26][cH:27]1)[c:28]1[cH:29][cH:30][cH:31][cH:32][cH:33]1.[CH3:1][Si:2]([CH3:3])([CH3:4])[N-:5][Si:6]([CH3:7])([CH3:8])[CH3:9].[Cl-:11].[ClH:48].[Na+:10].[Na+:53].[Na+:54].[n:34]1[c:35](-[c:40]2[cH:41][cH:42][c:43]([CH:44]=[O:45])[cH:46][cH:47]2)[n:36][cH:37][cH:38][cH:39]1>>[CH:12](=[O:13])[CH2:44][c:43]1[cH:42][cH:41][c:40](-[c:35]2[n:34][cH:39][cH:38][cH:37][n:36]2)[cH:47][cH:46]1. Reactants: CC(C(=O)O)(CCC)C1=CC=C(C=C1)[N+](=O)[O-] (2-methyl-2-(4-nitrophenyl)pentanoic acid), O1CCCC1 (tetrahydrofuran). The reagents and catalysts are [Pd] (Pd/C). Conditions: temperature 23 celsius, time 1 hour. The product is NC1=CC=C(C=C1)C(C(=O)OCC)(CCC)C (Ethyl 2-(4-aminophenyl)-2-methylpentanoate). RXN SMILES: [CH3:1][C:2]([C:9]1[CH:14]=[CH:13][C:12]([N+:15]([O-])=O)=[CH:11][CH:10]=1)([CH2:6][CH2:7][CH3:8])[C:3]([OH:5])=[O:4].O1CC[CH2:20][CH2:19]1>[Pd]>[NH2:15][C:12]1[CH:13]=[CH:14][C:9]([C:2]([CH3:1])([CH2:6][CH2:7][CH3:8])[C:3]([O:5][CH2:19][CH3:20])=[O:4])=[CH:10][CH:11]=1. Procedure details: 2.6 g of 2-methyl-2-(4-nitrophenyl)pentanoic acid are dissolved in 30 ml of tetrahydrofuran, 1 g of 5% Pd/C (52.3% of water) is added, and the mixture is stirred at 23° C. under a hydrogen atmosphere for 1 h. After aeration, the solid material is filtered off, and the filtrate is evaporated to dryness in vacuo. Yield: 2.2 g (95%) of ethyl 2-(4-aminophenyl)-2-methylpropanoate; LC-MS retention time: 1.99 min. Reactants: [BH4-].[Na+] (Sodium borohydride), [N+](=O)([O-])C1=C(C=O)C(=C(C(=C1)OC)OC)OC (2-nitro-4,5,6-trimethoxybenzaldehyde). Reaction conditions: time 10 minute. Product: OCC1=C(C=C(C(=C1OC)OC)OC)[N+](=O)[O-] (2-hydroxymethyl-1-nitro-3,4,5-trimethoxybenzene). Isolated yield 90.9%. RXN SMILES: [BH4-].[Na+].[N+:3]([C:6]1[CH:13]=[C:12]([O:14][CH3:15])[C:11]([O:16][CH3:17])=[C:10]([O:18][CH3:19])[C:7]=1[CH:8]=[O:9])([O-:5])=[O:4]>>[OH:9][CH2:8][C:7]1[C:10]([O:18][CH3:19])=[C:11]([O:16][CH3:17])[C:12]([O:14][CH3:15])=[CH:13][C:6]=1[N+:3]([O-:5])=[O:4] |f:0.1|. Reported procedure: Sodium borohydride (4.44 g. 0.12 mol) was added portionwise to a suspension of 2-nitro-4,5,6-trimethoxybenzaldehyde (24.2 g, 0.1 mol) in 200 ml during 0.5 hours at 5-10 ° C. in an ice-bath. The mixture was stirred for an additional 10 minutes, and the excess of NaBH4 was destroyed by addition of acetic acid. The mixture was then concentrated in vacuo to dryness, and the solid residue was triturated with water. The solid was collected by filtration, washed with water and recrystallized from ethan... Reactants: C(=O)(O)[O-].[Na+] (NaHCO3), [O-]Cl=O.[Na+] (NaClO2), C(C1=CC=CC=C1)OC(=O)N[C@@H](C(C)C)C(=O)OCC1=CC=C(O1)C=O (5-[(N-benzyloxycarbonyl-L-valyloxy)methyl]-2-furaldehyde). Run in O (water), O (water), CC#N (MeCN). Reaction conditions: time 2.5 hour. Product: C(C1=CC=CC=C1)OC(=O)N[C@@H](C(C)C)C(=O)OCC1=CC=C(O1)C(=O)O (5-[(N-Benzyloxycarbonyl-L-valyloxy)methyl]-2-furoic acid). The yield is 34.0%. As a reaction SMILES: [O-]Cl=O.[Na+].[CH2:5]([O:12][C:13]([NH:15][C@H:16]([C:20]([O:22][CH2:23][C:24]1[O:28][C:27]([CH:29]=[O:30])=[CH:26][CH:25]=1)=[O:21])[CH:17]([CH3:19])[CH3:18])=[O:14])[C:6]1[CH:11]=[CH:10][CH:9]=[CH:8][CH:7]=1.C([O-])(O)=[O:32].[Na+]>O.CC#N>[CH2:5]([O:12][C:13]([NH:15][C@H:16]([C:20]([O:22][CH2:23][C:24]1[O:28][C:27]([C:29]([OH:32])=[O:30])=[CH:26][CH:25]=1)=[O:21])[CH:17]([CH3:19])[CH3:18])=[O:14])[C:6]1[CH:7]=[CH:8][CH:9]=[CH:10][CH:11]=1 |f:0.1,3.4|. Procedure details: A solution of NaClO2 (2.8 mmol) in 3 mL water was added dropwise to a stirred solution of 5-[(N-benzyloxycarbonyl-L-valyloxy)methyl]-2-furaldehyde (798 mg, 2.22 mmol) from step (a) in 3 mL MeCN, with cooling in an ice bath. After 2.5 h, the ice bath was removed, 2 mL more MeCN was added, and the two-phase liquid reaction mixture was stirred at room temperature for 25 h. The reaction mixture was diluted with water, made basic with saturated NaHCO3, and extracted with ethyl acetate (3×50 mL). The ... Reactants: CN(C)C=O, COc1ccc(-c2c(Cl)c(CN3C(=O)CCC3=O)nc3sc4c(c23)CCSC4)cc1, [Na+], [Na+], O, OO, O=S([O-])([O-])=S. Yields the product COc1ccc(-c2c(Cl)c(CN3C(=O)CCC3=O)nc3sc4c(c23)CCS(=O)C4)cc1. As a reaction SMILES: [CH3:31][N:32]([CH3:33])[CH:35]=[O:34].[Cl:1][c:2]1[c:3](-[c:23]2[cH:24][cH:25][c:26]([O:29][CH3:30])[cH:27][cH:28]2)[c:4]2[c:5]([n:6][c:7]1[CH2:8][N:9]1[C:10](=[O:15])[CH2:11][CH2:12][C:13]1=[O:14])[s:16][c:17]1[c:18]2[CH2:19][CH2:20][S:21][CH2:22]1.[Na+:43].[Na+:44].[OH2:45].[OH:36][OH:37].[S:38]([O-:39])([O-:40])(=[O:41])=[S:42]>>[Cl:1][c:2]1[c:3](-[c:23]2[cH:24][cH:25][c:26]([O:29][CH3:30])[cH:27][cH:28]2)[c:4]2[c:5]([n:6][c:7]1[CH2:8][N:9]1[C:10](=[O:15])[CH2:11][CH2:12][C:13]1=[O:14])[s:16][c:17]1[c:18]2[CH2:19][CH2:20][S:21](=[O:34])[CH2:22]1. Reactants: COC(N(C)C)OC (Dimethylformamide dimethyl acetal), BrC=1C=C(C(=O)O)C=CC1C (3-bromo-4-methylbenzoic acid), C1(=CC=CC=C1)C (toluene). Run at temperature 75 celsius, time 0.5 hour. Yields the product BrC=1C=C(C(=O)OC(C)(C)C)C=CC1C (t-butyl 3-bromo-4-methylbenzoate). Isolated yield 69.0%. Reaction SMILES: COC(OC)N(C)C.[Br:9][C:10]1[CH:11]=[C:12]([CH:16]=[CH:17][C:18]=1[CH3:19])[C:13]([OH:15])=[O:14].[C:20]1([CH3:26])[CH:25]=CC=C[CH:21]=1>>[Br:9][C:10]1[CH:11]=[C:12]([CH:16]=[CH:17][C:18]=1[CH3:19])[C:13]([O:15][C:20]([CH3:26])([CH3:25])[CH3:21])=[O:14]. Reported procedure: Dimethylformamide dimethyl acetal (48 mL, 200 mmol) was added dropwise over 15 min to a suspension of 3-bromo-4-methylbenzoic acid (85%; 10.75 g, 42.5 mmol) in toluene (100 mL) at 70° C. The reaction was stirred at 70-80° C. for an additional 0.5 h, then was cooled, washed sequentially with water and 5% sodium bicarbonate, and dried (sodium sulfate). The mixture was filtered through a pad of silica gel, and the filter pad was washed with toluene. The filtrate was concentrated to afford the title... Reactants: ClN1CSC(=C1Cl)C(=O)Cl (3,4-dichlorothiazole-5-carbonyl chloride), FC=1C(=NC(=NC1)OCC1=CC=C(C=C1)F)N (5-fluoro-2-(4-fluorobenzyloxy)-pyrimidin-4-ylamine), ClC1=NSC(=C1Cl)C(=O)O (3,4-dichloroisothiazole-5-carboxylic acid), [Li+].C[Si](C)(C)[N-][Si](C)(C)C (LiHMDS). Reagents/catalysts: CN(C=O)C (dimethylformamide). Solvent: C1CCOC1 (THF), C1CCOC1 (THF), O (water), C(C(=O)Cl)(=O)Cl (oxalyl chloride). Conditions: temperature 80 celsius, time 2 hour. The product is FC=1C(=NC(=NC1)OCC1=CC=C(C=C1)F)NC(=O)C1=C(C(=NS1)Cl)Cl (3,4-dichloroisothiazole-5-carboxylic acid [5-fluoro-2-(4-fluorobenzyloxy)pyrimidin-4-yl]amide). The yield is 12.3%. RXN SMILES: [Cl:1][C:2]1[C:6]([Cl:7])=[C:5]([C:8]([OH:10])=O)[S:4][N:3]=1.[F:11][C:12]1[C:13]([NH2:27])=[N:14][C:15]([O:18][CH2:19][C:20]2[CH:25]=[CH:24][C:23]([F:26])=[CH:22][CH:21]=2)=[N:16][CH:17]=1.[Li+].C[Si]([N-][Si](C)(C)C)(C)C.ClN1C(Cl)=C(C(Cl)=O)SC1>C(Cl)(=O)C(Cl)=O.CN(C)C=O.C1COCC1.O>[F:11][C:12]1[C:13]([NH:27][C:8]([C:5]2[S:4][N:3]=[C:2]([Cl:1])[C:6]=2[Cl:7])=[O:10])=[N:14][C:15]([O:18][CH2:19][C:20]2[CH:21]=[CH:22][C:23]([F:26])=[CH:24][CH:25]=2)=[N:16][CH:17]=1 |f:2.3|. Reported procedure: To a suspension of 3,4-dichloroisothiazole-5-carboxylic acid (0.15 g, 0.76 mmol) in oxalyl chloride (2 mL) was added a catalytic amount of dimethylformamide (2 drops) and the mixture was heated to 80° C. and stirred for 2 h. The excess oxalyl chloride was removed on the rotary evaporator. Meanwhile, 5-fluoro-2-(4-fluorobenzyloxy)-pyrimidin-4-ylamine (0.17 g, 0.68 mmol) was dissolved in THF (1 mL), treated with LiHMDS (1M in THF, 0.76 mL, 0.76 mmol) and stirred for 10 min. The freshly prepared 3,...